The task is: describe an organic reaction: reactants, conditions, products, and yield. This data is from the Open Reaction Database (ORD), a public repository of structured organic reaction records. Reactants: Cc1c(Br)c(=O)n(C2CCCC2)c2nc(Nc3ccc(N4CCN(C(=O)OC(C)(C)C)C(C)(C)C4)cn3)ncc12, C=C(OCC)[Sn](CCCC)(CCCC)CCCC, Cc1ccccc1, c1ccc(P(c2ccccc2)(c2ccccc2)[Pd](P(c2ccccc2)(c2ccccc2)c2ccccc2)(P(c2ccccc2)(c2ccccc2)c2ccccc2)P(c2ccccc2)(c2ccccc2)c2ccccc2)cc1. Yields the product C=C(OCC)c1c(C)c2cnc(Nc3ccc(N4CCN(C(=O)OC(C)(C)C)C(C)(C)C4)cn3)nc2n(C2CCCC2)c1=O. Reaction SMILES: [C:1]([CH3:2])([CH3:3])([CH3:4])[O:5][C:6](=[O:7])[N:8]1[C:9]([CH3:39])([CH3:40])[CH2:10][N:11]([c:14]2[cH:15][n:16][c:17]([NH:20][c:21]3[n:22][cH:23][c:24]4[c:25]([n:26]3)[n:27]([CH:34]3[CH2:35][CH2:36][CH2:37][CH2:38]3)[c:28](=[O:33])[c:29]([Br:32])[c:30]4[CH3:31])[cH:18][cH:19]2)[CH2:12][CH2:13]1.[CH2:41]([Sn:42]([CH2:43][CH2:44][CH2:45][CH3:51])([C:46](=[CH2:47])[O:48][CH2:49][CH3:50])[CH2:52][CH2:53][CH2:54][CH3:55])[CH2:56][CH2:57][CH3:58].[CH3:59][c:60]1[cH:61][cH:62][cH:63][cH:64][cH:65]1.[cH:66]1[cH:67][cH:68][c:69]([P:70]([Pd:71]([P:72]([c:73]2[cH:74][cH:75][cH:76][cH:77][cH:78]2)([c:79]2[cH:80][cH:81][cH:82][cH:83][cH:84]2)[c:85]2[cH:86][cH:87][cH:88][cH:89][cH:90]2)([P:91]([c:92]2[cH:93][cH:94][cH:95][cH:96][cH:97]2)([c:98]2[cH:99][cH:100][cH:101][cH:102][cH:103]2)[c:104]2[cH:105][cH:106][cH:107][cH:108][cH:109]2)[P:110]([c:111]2[cH:112][cH:113][cH:114][cH:115][cH:116]2)([c:117]2[cH:118][cH:119][cH:120][cH:121][cH:122]2)[c:123]2[cH:124][cH:125][cH:126][cH:127][cH:128]2)([c:129]2[cH:130][cH:131][cH:132][cH:133][cH:134]2)[c:135]2[cH:136][cH:137][cH:138][cH:139][cH:140]2)[cH:141][cH:142]1>>[C:1]([CH3:2])([CH3:3])([CH3:4])[O:5][C:6](=[O:7])[N:8]1[C:9]([CH3:39])([CH3:40])[CH2:10][N:11]([c:14]2[cH:15][n:16][c:17]([NH:20][c:21]3[n:22][cH:23][c:24]4[c:25]([n:26]3)[n:27]([CH:34]3[CH2:35][CH2:36][CH2:37][CH2:38]3)[c:28](=[O:33])[c:29]([C:46](=[CH2:47])[O:48][CH2:49][CH3:50])[c:30]4[CH3:31])[cH:18][cH:19]2)[CH2:12][CH2:13]1. Reactants: CCOC(=O)C1=Cc2cc(I)c(OC)cc2OC1C(F)(F)F, [Li+], C1CCOC1, [OH-], O, O. Product: COc1cc2c(cc1I)C=C(C(=O)O)C(C(F)(F)F)O2. Reaction SMILES: [I:1][c:2]1[cH:3][c:4]2[c:9]([cH:10][c:11]1[O:12][CH3:13])[O:8][CH:7]([C:14]([F:15])([F:16])[F:17])[C:6]([C:18](=[O:19])[O:20][CH2:21][CH3:22])=[CH:5]2.[Li+:25].[O:26]1[CH2:27][CH2:28][CH2:29][CH2:30]1.[OH-:24].[OH2:23].[OH2:31]>>[I:1][c:2]1[cH:3][c:4]2[c:9]([cH:10][c:11]1[O:12][CH3:13])[O:8][CH:7]([C:14]([F:15])([F:16])[F:17])[C:6]([C:18](=[O:19])[OH:20])=[CH:5]2. Starting materials: C1CCOC1, CN, CCO, CCCn1c(CCl)nc2c(O)c(Cl)cc(Cl)c2c1=O. The product is CCCn1c(CNC)nc2c(O)c(Cl)cc(Cl)c2c1=O, Cl. As a reaction SMILES: [CH2:22]1[O:23][CH2:24][CH2:25][CH2:26]1.[CH3:20][NH2:21].[CH3:27][CH2:28][OH:29].[Cl:1][CH2:2][c:3]1[n:4][c:5]2[c:6]([OH:19])[c:7]([Cl:18])[cH:8][c:9]([Cl:17])[c:10]2[c:11](=[O:16])[n:12]1[CH2:13][CH2:14][CH3:15]>>[CH2:2]([c:3]1[n:4][c:5]2[c:6]([OH:19])[c:7]([Cl:18])[cH:8][c:9]([Cl:17])[c:10]2[c:11](=[O:16])[n:12]1[CH2:13][CH2:14][CH3:15])[NH:21][CH3:20].[ClH:1]. As a reaction SMILES: [Br-:61].[Br-:63].[Br:1][c:2]1[c:3]([O:14][CH2:15][O:16][CH2:17][CH2:18][O:19][CH3:20])[c:4]([F:13])[c:5]([O:8][CH2:9][CH2:10][CH2:11][CH3:12])[cH:6][cH:7]1.[Br:26][c:27]1[cH:28][cH:29][c:30]([CH:38]2[CH2:39][CH2:40][CH:41]([CH2:44][CH2:45][CH2:46][CH2:47][CH3:48])[CH2:42][CH2:43]2)[c:31]([F:37])[c:32]1[C:33](=[O:34])[O:35][CH3:36].[CH2:21]([Li:22])[CH2:23][CH2:24][CH3:25].[CH3:55][CH2:56][CH2:57][CH2:58][CH2:59][CH3:60].[ClH:49].[O:50]1[CH2:51][CH2:52][CH2:53][CH2:54]1.[Zn+2:62]>>[c:2]1(-[c:27]2[cH:28][cH:29][c:30]([CH:38]3[CH2:39][CH2:40][CH:41]([CH2:44][CH2:45][CH2:46][CH2:47][CH3:48])[CH2:42][CH2:43]3)[c:31]([F:37])[c:32]2[C:33](=[O:34])[O:35][CH3:36])[c:3]([O:14][CH2:15][O:16][CH2:17][CH2:18][O:19][CH3:20])[c:4]([F:13])[c:5]([O:8][CH2:9][CH2:10][CH2:11][CH3:12])[cH:6][cH:7]1. Reactants: [Br-], [Br-], CCCCOc1ccc(Br)c(OCOCCOC)c1F, CCCCCC1CCC(c2ccc(Br)c(C(=O)OC)c2F)CC1, [Li]CCCC, CCCCCC, Cl, C1CCOC1, [Zn+2]. Yields the product CCCCCC1CCC(c2ccc(-c3ccc(OCCCC)c(F)c3OCOCCOC)c(C(=O)OC)c2F)CC1.